This data is from the Open Reaction Database (ORD), a public repository of structured organic reaction records. The task is: describe an organic reaction: reactants, conditions, products, and yield Reactants: O=C([O-])[O-], Clc1ccn2ncnc(Cl)c12, O=[N+]([O-])c1ccc(O)c(F)c1, [K+], [K+], CN(C)C=O. Yields the product O=[N+]([O-])c1ccc(Oc2ncnn3ccc(Cl)c23)c(F)c1. Reaction SMILES: [C:23](=[O:24])([O-:25])[O-:26].[Cl:1][c:2]1[n:3][cH:4][n:5][n:6]2[c:7]1[c:8]([Cl:11])[cH:9][cH:10]2.[F:12][c:13]1[c:14]([OH:22])[cH:15][cH:16][c:17]([N+:19](=[O:20])[O-:21])[cH:18]1.[K+:27].[K+:28].[O:29]=[CH:30][N:31]([CH3:32])[CH3:33]>>[c:2]1([O:22][c:14]2[c:13]([F:12])[cH:18][c:17]([N+:19](=[O:20])[O-:21])[cH:16][cH:15]2)[n:3][cH:4][n:5][n:6]2[c:7]1[c:8]([Cl:11])[cH:9][cH:10]2. Reactants: CC(C)CN, COc1c(C)cnc(Cn2nc3c4c(nc(N)nc42)SC(C(=O)NCCCl)C3)c1C, C1COCCO1. Product: COc1c(C)cnc(Cn2nc3c4c(nc(N)nc42)SC(C(=O)NCCNCC(C)C)C3)c1C. As a reaction SMILES: [CH2:31]([CH:32]([CH3:33])[CH3:34])[NH2:35].[NH2:1][c:2]1[n:3][c:4]2[n:5]([CH2:20][c:21]3[n:22][cH:23][c:24]([CH3:30])[c:25]([O:28][CH3:29])[c:26]3[CH3:27])[n:6][c:7]3[c:13]2[c:11]([n:12]1)[S:10][CH:9]([C:14](=[O:15])[NH:16][CH2:17][CH2:18][Cl:19])[CH2:8]3.[O:36]1[CH2:37][CH2:38][O:39][CH2:40][CH2:41]1>>[NH2:1][c:2]1[n:3][c:4]2[n:5]([CH2:20][c:21]3[n:22][cH:23][c:24]([CH3:30])[c:25]([O:28][CH3:29])[c:26]3[CH3:27])[n:6][c:7]3[c:13]2[c:11]([n:12]1)[S:10][CH:9]([C:14](=[O:15])[NH:16][CH2:17][CH2:18][NH:35][CH2:31][CH:32]([CH3:33])[CH3:34])[CH2:8]3. Reactants: ClC1=CC=C(C(N2C(C=CC(OC)=C3)=C3C(CC([H])=O)=C2C)=O)C=C1, O=C(OC)CC(O)=O. The reagents and catalysts are CN(C)c1ccncc1, 4Å Molecular Sieve, NCC1=CC=CC=C1.O=C(C(F)(F)F)O. Run in C1COCC1. Conditions: temperature 25 celsius, time 24 hour. Product: ClC1=CC=C(C(N2C(C=CC(OC)=C3)=C3C(C/C=C/C(OC)=O)=C2C)=O)C=C1. Isolated yield 0.0%. Reactants: CO, [Cl-], [Fe], COCc1cc(N)c([N+](=O)[O-])cc1C(=O)OC, [NH4+], C1CCOC1, O. Product: COCc1cc(N)c(N)cc1C(=O)OC. Reaction SMILES: [CH3:25][OH:26].[Cl-:18].[Fe:27].[NH2:1][c:2]1[cH:3][c:4]([CH2:15][O:16][CH3:17])[c:5]([C:6](=[O:7])[O:8][CH3:9])[cH:10][c:11]1[N+:12]([O-:13])=[O:14].[NH4+:19].[O:20]1[CH2:21][CH2:22][CH2:23][CH2:24]1.[OH2:28]>>[NH2:1][c:2]1[cH:3][c:4]([CH2:15][O:16][CH3:17])[c:5]([C:6](=[O:7])[O:8][CH3:9])[cH:10][c:11]1[NH2:12]. Starting materials: CC(=O)N1CCN(c2ccc(Nc3nc(S(C)=O)c4cc[nH]c4n3)cc2)CC1, CS(C)=O, CCN(C(C)C)C(C)C, NC1CCC(N)CC1. Product: CC(=O)N1CCN(c2ccc(Nc3nc(NC4CCC(N)CC4)c4cc[nH]c4n3)cc2)CC1. RXN SMILES: [CH3:1][S:2](=[O:3])[c:4]1[c:5]2[c:6]([n:7][c:8]([NH:10][c:11]3[cH:12][cH:13][c:14]([N:17]4[CH2:18][CH2:19][N:20]([C:23]([CH3:24])=[O:25])[CH2:21][CH2:22]4)[cH:15][cH:16]3)[n:9]1)[nH:26][cH:27][cH:28]2.[CH3:46][S:47]([CH3:48])=[O:49].[CH:37]([N:38]([CH:39]([CH3:40])[CH3:41])[CH2:42][CH3:43])([CH3:44])[CH3:45].[NH2:29][CH:30]1[CH2:31][CH2:32][CH:33]([NH2:36])[CH2:34][CH2:35]1>>[c:4]1([NH:36][CH:33]2[CH2:32][CH2:31][CH:30]([NH2:29])[CH2:35][CH2:34]2)[c:5]2[c:6]([n:7][c:8]([NH:10][c:11]3[cH:12][cH:13][c:14]([N:17]4[CH2:18][CH2:19][N:20]([C:23]([CH3:24])=[O:25])[CH2:21][CH2:22]4)[cH:15][cH:16]3)[n:9]1)[nH:26][cH:27][cH:28]2. Reactants: CO, Cl, CC(C)n1nc(C(=O)NC2CCC(CC3(O)CCOCC3)N(C(=O)OC(C)(C)C)C2)c2ccccc21. The product is CC(C)n1nc(C(=O)NC2CCC(CC3(O)CCOCC3)NC2)c2ccccc21. As a reaction SMILES: [CH3:38][OH:39].[ClH:37].[OH:1][C:2]1([CH2:8][CH:9]2[N:10]([C:30]([O:31][C:32]([CH3:33])([CH3:34])[CH3:35])=[O:36])[CH2:11][CH:12]([NH:15][C:16](=[O:17])[c:18]3[n:19][n:20]([CH:27]([CH3:28])[CH3:29])[c:21]4[cH:22][cH:23][cH:24][cH:25][c:26]34)[CH2:13][CH2:14]2)[CH2:3][CH2:4][O:5][CH2:6][CH2:7]1>>[OH:1][C:2]1([CH2:8][CH:9]2[NH:10][CH2:11][CH:12]([NH:15][C:16](=[O:17])[c:18]3[n:19][n:20]([CH:27]([CH3:28])[CH3:29])[c:21]4[cH:22][cH:23][cH:24][cH:25][c:26]34)[CH2:13][CH2:14]2)[CH2:3][CH2:4][O:5][CH2:6][CH2:7]1. Reactants: C(C)(C)(C)OC(NC=1N(C(C([C@@](N1)(C)C1=C(C=CC(=C1)N)F)(C)C)=O)C)=O ([(S)-4-(5-amino-2-fluoro-phenyl)-1,4,5,5-tetramethyl-6-oxo-1,4,5,6-tetrahydro-pyrimidin-2-yl]-carbamic acid tert-butyl ester), C(C)(C)(C)OC(NC=1N(C(C([C@@](N1)(C)C1=C(C=CC(=C1)N)F)(C)C)=O)C)=O ([(S)-4-(5-amino-2-fluoro-phenyl)-1,4,5,5-tetramethyl-6-oxo-1,4,5,6-tetrahydro-pyrimidin-2-yl]-carbamic acid tert-butyl ester), FC(CC(=O)O)(F)F (3,3,3-trifluoro-propionic acid). Product: NC=1N(C(C([C@@](N1)(C)C=1C=C(C=CC1F)NC(CC(F)(F)F)=O)(C)C)=O)C (N-[3-((S)-2-Amino-1,4,5,5-tetramethyl-6-oxo-1,4,5,6-tetrahydro-pyrimidin-4-yl)-4-fluoro-phenyl]-3,3,3-trifluoro-propionamide). As a reaction SMILES: C(OC(=O)[NH:7][C:8]1[N:9]([CH3:26])[C:10](=[O:25])[C:11]([CH3:24])([CH3:23])[C@:12]([C:15]2[CH:20]=[C:19]([NH2:21])[CH:18]=[CH:17][C:16]=2[F:22])([CH3:14])[N:13]=1)(C)(C)C.[F:28][C:29]([F:35])([F:34])[CH2:30][C:31](O)=[O:32]>>[NH2:7][C:8]1[N:9]([CH3:26])[C:10](=[O:25])[C:11]([CH3:24])([CH3:23])[C@:12]([C:15]2[CH:20]=[C:19]([NH:21][C:31](=[O:32])[CH2:30][C:29]([F:35])([F:34])[F:28])[CH:18]=[CH:17][C:16]=2[F:22])([CH3:14])[N:13]=1. Procedure details: The coupling of [(S)-4-(5-amino-2-fluoro-phenyl)-1,4,5,5-tetramethyl-6-oxo-1,4,5,6-tetrahydro-pyrimidin-2-yl]-carbamic acid tert-butyl ester (intermediate F2) and 3,3,3-trifluoro-propionic acid followed by deprotection of the intermediate yielded the title compound as a white solid. MS (ESI): m/z=389.3 [M+H]+. Reactants: C1(O)=CC(O)=CC=C1 (Resorcinol), CN(C)C=O (DMF), BrC1=CC=C(C=C1)CC(=O)O (4-bromophenylacetic acid), P(Cl)(Cl)(Cl)(Cl)Cl (PCl5). Yields the product BrC1=CC=C(C=C1)C1=COC2=CC(=CC=C2C1=O)O (3-(4-bromo-phenyl)-7-hydroxy-chromen-4-one). Yield: 57.8%. Reaction SMILES: [C:1]1([CH:8]=[CH:7][CH:6]=[C:4]([OH:5])[CH:3]=1)[OH:2].[Br:9][C:10]1[CH:15]=[CH:14][C:13]([CH2:16][C:17]([OH:19])=O)=[CH:12][CH:11]=1.P(Cl)(Cl)(Cl)(Cl)Cl.[CH3:26]N(C=O)C>>[Br:9][C:10]1[CH:11]=[CH:12][C:13]([C:16]2[C:17](=[O:19])[C:8]3[C:1](=[CH:3][C:4]([OH:5])=[CH:6][CH:7]=3)[O:2][CH:26]=2)=[CH:14][CH:15]=1. Reported procedure: This compounds was synthesised in the same manner as described above. Resorcinol (0.66 g, 6 mmol), 4-bromophenylacetic acid (1.29 g, 6 mmol), BF3Et2O (4 ml), PCl5 (1.9 g, 9.1 mmol), DMF (5 ml and 10 ml). The precipitate formed was filtered and re-crystallized from methanol to give 3-(4-bromo-phenyl)-7-hydroxy-chromen-4-one as a white crystalline solid (1.1 g, 57.8%); Rf 0.85 ethyl acetate.